Dataset: the Open Reaction Database (ORD), a public repository of structured organic reaction records. Task: describe an organic reaction: reactants, conditions, products, and yield Starting materials: O=C(Cl)C1CCCC1, CC(C)[Mg+], [Cl-], [Cl-], [Cu]I, CCOC(=O)c1ccc(I)cc1, [Li+], C1CCOC1. Yields the product CCOC(=O)c1ccc(C(=O)C2CCCC2)cc1. Reaction SMILES: [CH:20]1([C:25](=[O:26])[Cl:27])[CH2:21][CH2:22][CH2:23][CH2:24]1.[CH:4]([Mg+:5])([CH3:6])[CH3:7].[Cl-:1].[Cl-:3].[Cu:33][I:34].[I:8][c:9]1[cH:10][cH:11][c:12]([C:13](=[O:14])[O:15][CH2:16][CH3:17])[cH:18][cH:19]1.[Li+:2].[O:28]1[CH2:29][CH2:30][CH2:31][CH2:32]1>>[c:9]1([C:25]([CH:20]2[CH2:21][CH2:22][CH2:23][CH2:24]2)=[O:26])[cH:10][cH:11][c:12]([C:13](=[O:14])[O:15][CH2:16][CH3:17])[cH:18][cH:19]1. Starting materials: C(C)(C)(C)[SiH2]OC(C12CN(OC(C(O1)N1C(NC(C=C1)=O)=O)C2OCC2=CC1=CC=CC=C1C=C2)C)(C2=CC=CC=C2)C2=CC=CC=C2 (1-[5-(tert-Butyl-diphenyl-silanyloxymethyl)-3-methyl-8-(naphthalen-2-ylmethoxy)-2,6-dioxa-3-aza-bicyclo[3.2.1]oct-7-yl]-1H-pyrimidine-2,4-dione), O (water), C(#N)C1=C(C(=O)C(=C(C1=O)Cl)Cl)C#N (DDQ). Run in C(Cl)Cl (CH2Cl2), C(Cl)Cl (CH2Cl2). Run at time 5 minute. The product is C(C)(C)(C)[SiH2]OC(C12CN(OC(C(O1)N1C(NC(C=C1)=O)=O)C2O)C)(C2=CC=CC=C2)C2=CC=CC=C2 (1-[5-(tert-Butyl-diphenyl-silanyloxymethyl)-8-hydroxy-3-methyl-2,6-dioxa-3-aza-bicyclo[3.2.1]oct-7-yl]-1H-pyrimidine-2,4-dione). RXN SMILES: [C:1]([SiH2:5][O:6][C:7]([C:43]1[CH:48]=[CH:47][CH:46]=[CH:45][CH:44]=1)([C:37]1[CH:42]=[CH:41][CH:40]=[CH:39][CH:38]=1)[C:8]12[CH:23]([O:24]CC3C=CC4C(=CC=CC=4)C=3)[CH:12]([CH:13]([N:15]3[CH:20]=[CH:19][C:18](=[O:21])[NH:17][C:16]3=[O:22])[O:14]1)[O:11][N:10]([CH3:36])[CH2:9]2)([CH3:4])([CH3:3])[CH3:2].O.C(C1C(=O)C(Cl)=C(Cl)C(=O)C=1C#N)#N>C(Cl)Cl>[C:1]([SiH2:5][O:6][C:7]([C:43]1[CH:44]=[CH:45][CH:46]=[CH:47][CH:48]=1)([C:37]1[CH:38]=[CH:39][CH:40]=[CH:41][CH:42]=1)[C:8]12[CH:23]([OH:24])[CH:12]([CH:13]([N:15]3[CH:20]=[CH:19][C:18](=[O:21])[NH:17][C:16]3=[O:22])[O:14]1)[O:11][N:10]([CH3:36])[CH2:9]2)([CH3:4])([CH3:2])[CH3:3]. Procedure: To a solution of compound 53 (1 mmol) in anhydrous CH2Cl2 (10 mL) was added water (0.8 mL) and the biphasic solution was stirred for 5 minutes. To this solution is added DDQ (2.2 mmol). The reaction mixture was stirred for 8 hours when the reaction was complete. It was diluted with CH2Cl2 (100 mL) and washed with 2% sodium bisufite solution. The aqueous layer was extracted until all the compound was in organic layer. The organic layer was washed with saturated bicarbonate followed by brine then ...